Dataset: the Open Reaction Database (ORD), a public repository of structured organic reaction records. Task: describe an organic reaction: reactants, conditions, products, and yield Reactants: C(C1=CC=CC=C1)(C1=CC=CC=C1)N1C(=C(C2=CC(=CC=C12)Cl)CCOC1=CC=C(C(=O)OC)C=C1)CCNS(=O)(=O)C1=C(C=CC=C1)OCC1=CC=CC=C1 (Methyl 4-(2-{1-benzhydryl-2-[2-(2-benzyloxy-benzenesulfonylamino)-ethyl ]-5-chloro-1H-indol-3-yl}-ethoxy)-benzoate). Reagents/catalysts: [Pd] (Pd/C). Solvent: CO (MeOH), CCO (EtOH). Product: C(C1=CC=CC=C1)(C1=CC=CC=C1)N1C(=C(C2=CC(=CC=C12)Cl)CCOC1=CC=C(C(=O)O)C=C1)CCNS(=O)(=O)C1=C(C=CC=C1)O (4-{2-[1-benzhydryl-5-chloro-2-(2-{[(2-hydroxyphenyl)sulfonyl]amino}ethyl)-1H-indol-3-yl]ethoxy}benzoic acid). The yield is 104.9%. As a reaction SMILES: [CH:1]([N:14]1[C:22]2[C:17](=[CH:18][C:19]([Cl:23])=[CH:20][CH:21]=2)[C:16]([CH2:24][CH2:25][O:26][C:27]2[CH:36]=[CH:35][C:30]([C:31]([O:33]C)=[O:32])=[CH:29][CH:28]=2)=[C:15]1[CH2:37][CH2:38][NH:39][S:40]([C:43]1[CH:48]=[CH:47][CH:46]=[CH:45][C:44]=1[O:49]CC1C=CC=CC=1)(=[O:42])=[O:41])([C:8]1[CH:13]=[CH:12][CH:11]=[CH:10][CH:9]=1)[C:2]1[CH:7]=[CH:6][CH:5]=[CH:4][CH:3]=1>CO.CCO.[Pd]>[CH:1]([N:14]1[C:22]2[C:17](=[CH:18][C:19]([Cl:23])=[CH:20][CH:21]=2)[C:16]([CH2:24][CH2:25][O:26][C:27]2[CH:36]=[CH:35][C:30]([C:31]([OH:33])=[O:32])=[CH:29][CH:28]=2)=[C:15]1[CH2:37][CH2:38][NH:39][S:40]([C:43]1[CH:48]=[CH:47][CH:46]=[CH:45][C:44]=1[OH:49])(=[O:41])=[O:42])([C:2]1[CH:7]=[CH:6][CH:5]=[CH:4][CH:3]=1)[C:8]1[CH:9]=[CH:10][CH:11]=[CH:12][CH:13]=1. Reported procedure: Methyl 4-(2-{1-benzhydryl-2-[2-(2-benzyloxy-benzenesulfonylamino)-ethyl ]-5-chloro-1H-indol-3-yl}-ethoxy)-benzoate (0.55 g, 0.70 mmol), (Step 1, Example 184) and 10% Pd/C (55 mg) in MeOH (30 ml) and EtOH (20 ml) was hydrogenated. The resulting mixture was filtered through Celite and concentrated. The residue was chromatographed with 35-40% EtOAC/hexane to give the desired product (0.50 g, 95%).